This data is from the Open Reaction Database (ORD), a public repository of structured organic reaction records. The task is: describe an organic reaction: reactants, conditions, products, and yield The reactants are Na2CO3aqueous solution, C(C)(=O)OCC (ethyl acetate), C(Cl)Cl (CH2Cl2), NC=1C(=NC(=CN1)Br)C1=CC(=C(C(=O)OC(C)(C)C)C=C1)F (tert-butyl 4-(3-amino-6-bromopyrazin-2-yl)-2-fluorobenzoate), C1(=CCCCC1)B1OC(C(O1)(C)C)(C)C (2-(cyclohex-1-en-1-yl)-4,4,5,5-tetramethyl-1,3,2-dioxaborolane). Reagents/catalysts: C1=CC=C(C=C1)P([C-]2C=CC=C2)C3=CC=CC=C3.C1=CC=C(C=C1)P([C-]2C=CC=C2)C3=CC=CC=C3.Cl[Pd]Cl.[Fe+2] (PdCl2(dppf)). The solvent is COCCOC (DME). Conditions: temperature 110 celsius. The product is NC=1C(=NC(=CN1)C=1CCOCC1)C1=CC(=C(C(=O)OC(C)(C)C)C=C1)F (tert-butyl 4-(3-amino-6-(3,6-dihydro-2H-pyran-4-yl)pyrazin-2-yl)-2-fluorobenzoate). Yield: 85.0%. Reaction SMILES: [NH2:1][C:2]1[C:3]([C:9]2[CH:21]=[CH:20][C:12]([C:13]([O:15][C:16]([CH3:19])([CH3:18])[CH3:17])=[O:14])=[C:11]([F:22])[CH:10]=2)=[N:4][C:5](Br)=[CH:6][N:7]=1.C(Cl)Cl.[C:26]1(B2OC(C)(C)C(C)(C)O2)[CH2:31][CH2:30][CH2:29][CH2:28]C=1.C(OCC)(=[O:43])C>COCCOC.C1C=CC(P(C2C=CC=CC=2)[C-]2C=CC=C2)=CC=1.C1C=CC(P(C2C=CC=CC=2)[C-]2C=CC=C2)=CC=1.Cl[Pd]Cl.[Fe+2]>[NH2:1][C:2]1[C:3]([C:9]2[CH:21]=[CH:20][C:12]([C:13]([O:15][C:16]([CH3:19])([CH3:18])[CH3:17])=[O:14])=[C:11]([F:22])[CH:10]=2)=[N:4][C:5]([C:30]2[CH2:31][CH2:26][O:43][CH2:28][CH:29]=2)=[CH:6][N:7]=1 |f:5.6.7.8|. Procedure: To a solution of tert-butyl 4-(3-amino-6-bromopyrazin-2-yl)-2-fluorobenzoate (21 g, 57.0 mmol) in DME (127 mL) was added PdCl2(dppf).CH2Cl2 adduct (2.329 g, 2.85 mmol), 2-(cyclohex-1-en-1-yl)-4,4,5,5-tetramethyl-1,3,2-dioxaborolane (13.18 g, 62.7 mmol), and 2 M Na2CO3aqueous solution (63.4 mL). The reaction was heated at 110° C. for 16 h. To the reaction mixture was added 200 mL of ethyl acetate, washed with water (2×100 mL), brine, dried over sodium sulfate, filtered and concentrated. The resid...